Dataset: the Open Reaction Database (ORD), a public repository of structured organic reaction records. Task: describe an organic reaction: reactants, conditions, products, and yield Starting materials: O=C([O-])[O-], CN(C)C=O, CN(C)c1nc(Cl)nc2[nH]cnc12, Fc1ccccc1CBr, [K+], [K+], O. RXN SMILES: [C:14](=[O:15])([O-:16])[O-:17].[CH3:30][N:31]([CH3:32])[CH:33]=[O:34].[Cl:1][c:2]1[n:3][c:4]([N:11]([CH3:12])[CH3:13])[c:5]2[n:6][cH:7][nH:8][c:9]2[n:10]1.[F:20][c:21]1[c:22]([CH2:23][Br:24])[cH:25][cH:26][cH:27][cH:28]1.[K+:18].[K+:19].[OH2:29]>>[Cl:1][c:2]1[n:3][c:4]([N:11]([CH3:12])[CH3:13])[c:5]2[n:6][cH:7][n:8]([CH2:23][c:22]3[c:21]([F:20])[cH:28][cH:27][cH:26][cH:25]3)[c:9]2[n:10]1. Product: CN(C)c1nc(Cl)nc2c1ncn2Cc1ccccc1F. Starting materials: C(C)(=O)OC=1C(=C2CCC(OC2=C(C1C)C)(C)COC1=NC=C(C=C1)N)C (6-acetoxy-2-(5-aminopyridin-2-yloxymethyl)-2,5,7,8-tetramethylchroman), N(=O)[O-].[Na+] (sodium nitrite), Cl (hydrochloric acid), C(C=C)(=O)OCC (ethyl acrylate), cuprous oxide. The solvent is O (water), CC(=O)C (acetone). Yields the product C(C)(=O)OC=1C(=C2CCC(OC2=C(C1C)C)(C)COC1=NC=C(C=C1)CC(C(=O)OCC)Cl)C (Ethyl 3-[2-(6-acetoxy-2,5,7,8-tetramethylchroman-2-yl-methoxy)pyridin-5-yl]-2-chloropropionate). As a reaction SMILES: [C:1]([O:4][C:5]1[C:6]([CH3:27])=[C:7]2[C:12](=[C:13]([CH3:16])[C:14]=1[CH3:15])[O:11][C:10]([CH2:18][O:19][C:20]1[CH:25]=[CH:24][C:23](N)=[CH:22][N:21]=1)([CH3:17])[CH2:9][CH2:8]2)(=[O:3])[CH3:2].N([O-])=O.[Na+].[ClH:32].[C:33]([O:37][CH2:38][CH3:39])(=[O:36])[CH:34]=[CH2:35]>O.CC(C)=O>[C:1]([O:4][C:5]1[C:6]([CH3:27])=[C:7]2[C:12](=[C:13]([CH3:16])[C:14]=1[CH3:15])[O:11][C:10]([CH2:18][O:19][C:20]1[CH:25]=[CH:24][C:23]([CH2:35][CH:34]([Cl:32])[C:33]([O:37][CH2:38][CH3:39])=[O:36])=[CH:22][N:21]=1)([CH3:17])[CH2:9][CH2:8]2)(=[O:3])[CH3:2] |f:1.2|. Procedure details: Following the same procedure as described in Preparation 18, 4.5 g of 6-acetoxy-2-(5-aminopyridin-2-yloxymethyl)-2,5,7,8-tetramethylchroman (prepared as described in Preparation 37), 1.1 g of sodium nitrite, 5 ml of concentrated hydrochloric acid, 10 g of ethyl acrylate, 175 mg of cuprous oxide, 40 ml of acetone and about 2.5 g of water were reacted, to give the title compound. Reactants: C(C)(C)(C)OC(=O)C1NC(C(C1C1=C(C(=CC=C1)Cl)F)(C#N)C1=C(C=C(C=C1)Cl)F)CC(C(C)C)(C)C (rac-(2R,3S,4R,5S)-3-(3-chloro-2-fluoro-phenyl)-4-(4-chloro-2-fluoro-phenyl)-4-cyano-5-(2,2,3-trimethyl-butyl)-pyrrolidine-2-carboxylic acid tert-butyl ester), FC(C(=O)O)(F)F (trifluoroacetic acid). The solvent is ClCCl (dichloromethane). Product: FC(C(=O)O)(F)F.ClC=1C(=C(C=CC1)C1C(NC(C1(C#N)C1=C(C=C(C=C1)Cl)F)CC(C(C)C)(C)C)C(=O)O)F (rac-(2R,3S,4R,5S)-3-(3-chloro-2-fluoro-phenyl)-4-(4-chloro-2-fluoro-phenyl)-4-cyano-5-(2,2,3-trimethyl-butyl)-pyrrolidine-2-carboxylic acid trifluoroacetic acid), solid. Yield: 91.0%. As a reaction SMILES: C([O:5][C:6]([CH:8]1[CH:12]([C:13]2[CH:18]=[CH:17][CH:16]=[C:15]([Cl:19])[C:14]=2[F:20])[C:11]([C:23]2[CH:28]=[CH:27][C:26]([Cl:29])=[CH:25][C:24]=2[F:30])([C:21]#[N:22])[CH:10]([CH2:31][C:32]([CH3:37])([CH3:36])[CH:33]([CH3:35])[CH3:34])[NH:9]1)=[O:7])(C)(C)C.[F:38][C:39]([F:44])([F:43])[C:40]([OH:42])=[O:41]>ClCCl>[F:38][C:39]([F:44])([F:43])[C:40]([OH:42])=[O:41].[Cl:19][C:15]1[C:14]([F:20])=[C:13]([CH:12]2[C:11]([C:23]3[CH:28]=[CH:27][C:26]([Cl:29])=[CH:25][C:24]=3[F:30])([C:21]#[N:22])[CH:10]([CH2:31][C:32]([CH3:36])([CH3:37])[CH:33]([CH3:34])[CH3:35])[NH:9][CH:8]2[C:6]([OH:7])=[O:5])[CH:18]=[CH:17][CH:16]=1 |f:3.4|. Procedure: In a manner similar to the method described in Example 25a, rac-(2R,3S,4R,5S)-3-(3-chloro-2-fluoro-phenyl)-4-(4-chloro-2-fluoro-phenyl)-4-cyano-5-(2,2,3-trimethyl-butyl)-pyrrolidine-2-carboxylic acid tert-butyl ester prepared in Example 78b (1.1 g, 2 mmol) was reacted with trifluoroacetic acid in dichloromethane at room temperature to give rac-(2R,3S,4R,5S)-3-(3-chloro-2-fluoro-phenyl)-4-(4-chloro-2-fluoro-phenyl)-4-cyano-5-(2,2,3-trimethyl-butyl)-pyrrolidine-2-carboxylic acid trifluoroacetic ac... Reactants: BrC=1C=C2CC(NC2=CC1)=O (5-Bromo-2-oxindole), [N+](=O)([O-])C=1C=C2CC(NC2=CC1)=O (5-nitro-2-oxindole), NC=1C=C2CC(NC2=CC1)=O (5-amino-2-oxindole), NC=1C=C2CC(NC2=CC1)=O (5-Amino-2-oxindole). Product: 5-alkanamido-2-oxindole, C(C1=CC=CC=C1)(=O)NC=1C=C2CC(NC2=CC1)=O (5-benzamido-2-oxindole). As a reaction SMILES: Br[C:2]1[CH:3]=[C:4]2[C:8](=[CH:9][CH:10]=1)NC(=O)[CH2:5]2.[N+:12]([C:15]1[CH:16]=[C:17]2[C:21](=[CH:22][CH:23]=1)[NH:20][C:19](=[O:24])[CH2:18]2)([O-])=O.NC1C=C2C(=CC=1)NC(=[O:35])C2>>[C:5]([NH:12][C:15]1[CH:16]=[C:17]2[C:21](=[CH:22][CH:23]=1)[NH:20][C:19](=[O:24])[CH2:18]2)(=[O:35])[C:4]1[CH:8]=[CH:9][CH:10]=[CH:2][CH:3]=1. Procedure: 5-Bromo-2-oxindole, 5-nitro-2-oxindole and 5-amino-2-oxindole can be prepared as described in Beckett et al., Tetrahedron, 24, 6093 (1968). 5-Amino-2-oxindole can be acylated to give 5-alkanamido-2-oxindole and 5-benzamido-2-oxindole, using standard procedures. Starting materials: BrC1=CC(=C(CC(C(C(=O)OCC)=NOC)C(CCCC)=O)C=C1)F (ethyl 3-(4-bromo-2-fluorobenzyl)-2-methoxyimino-4-oxooctanoate), Cl.ClC1=C(C=C(C=C1)[N+](=O)[O-])NN (2-chloro-5-nitrophenylhydrazine hydrochloride), crude product. Yields the product BrC1=CC(=C(CC=2C(=NN(C2C(=O)OCC)C2=C(C=CC(=C2)[N+](=O)[O-])Cl)CCCC)C=C1)F (Ethyl 4-(4-Bromo-2-fluorobenzyl)-3-n-butyl-1-(2-chloro-5-nitrophenyl)-1H-pyrazole-5-carboxylate). Yield: 54.0%. RXN SMILES: [Br:1][C:2]1[CH:24]=[CH:23][C:5]([CH2:6][CH:7]([C:17](=O)[CH2:18][CH2:19][CH2:20][CH3:21])[C:8](=NOC)[C:9]([O:11][CH2:12][CH3:13])=[O:10])=[C:4]([F:25])[CH:3]=1.Cl.[Cl:27][C:28]1[CH:33]=[CH:32][C:31]([N+:34]([O-:36])=[O:35])=[CH:30][C:29]=1[NH:37][NH2:38]>>[Br:1][C:2]1[CH:24]=[CH:23][C:5]([CH2:6][C:7]2[C:17]([CH2:18][CH2:19][CH2:20][CH3:21])=[N:38][N:37]([C:29]3[CH:30]=[C:31]([N+:34]([O-:36])=[O:35])[CH:32]=[CH:33][C:28]=3[Cl:27])[C:8]=2[C:9]([O:11][CH2:12][CH3:13])=[O:10])=[C:4]([F:25])[CH:3]=1 |f:1.2|. Reported procedure: By the procedure of Example 1, Step G, ethyl 3-(4-bromo-2-fluorobenzyl)-2-methoxyimino-4-oxooctanoate (from Step A) was reacted with 2-chloro-5-nitrophenylhydrazine hydrochloride. The crude product was flash chromatographed twice on silica gel (first column: gradient elution with 0.5-2% MeOH in CH2Cl2 ; second column: gradient elution with 5-20% EtOAc in hexane) to give a 54% yield of the title compound as an orange oil; homogeneous by TLC in 3:1 hexane-EtOAc; mass spectrum (FAB) m/e 538, 540 (M... Starting materials: COCN(c1cc(Cl)cnc1C(=O)O)S(=O)(=O)c1ccc(Cl)c(C(F)(F)F)c1, O=C(Cl)C(=O)Cl, ClCCl, CN(C)C=O. The product is COCN(c1cc(Cl)cnc1C(=O)Cl)S(=O)(=O)c1ccc(Cl)c(C(F)(F)F)c1. As a reaction SMILES: [Cl:1][c:2]1[cH:3][c:4]([N:11]([CH2:12][O:13][CH3:14])[S:15](=[O:16])(=[O:17])[c:18]2[cH:19][c:20]([C:25]([F:26])([F:27])[F:28])[c:21]([Cl:24])[cH:22][cH:23]2)[c:5]([C:8](=[O:9])[OH:10])[n:6][cH:7]1.[Cl:29][C:30]([C:31]([Cl:32])=[O:33])=[O:34].[Cl:35][CH2:36][Cl:37].[O:38]=[CH:39][N:40]([CH3:41])[CH3:42]>>[Cl:1][c:2]1[cH:3][c:4]([N:11]([CH2:12][O:13][CH3:14])[S:15](=[O:16])(=[O:17])[c:18]2[cH:19][c:20]([C:25]([F:26])([F:27])[F:28])[c:21]([Cl:24])[cH:22][cH:23]2)[c:5]([C:8](=[O:9])[Cl:29])[n:6][cH:7]1.